From a dataset of the Open Reaction Database (ORD), a public repository of structured organic reaction records. describe an organic reaction: reactants, conditions, products, and yield Starting materials: C(C1=CC=CC=C1)=NN1C(=NCC1)SC (1-benzylideneamino-2-methylthio-2-imidazoline), Cl (hydrochloride), N (NH3), C(C)#N (acetonitrile). Run in CO (methanol). The product is NC=1N(CCN1)N=CC1=CC=CC=C1 (2-amino-1-benzylideneamino-4,5-dihydro-1H-imidazole), Cl (hydrochloride). As a reaction SMILES: [CH:1](=[N:8][N:9]1[CH2:13][CH2:12][N:11]=[C:10]1SC)[C:2]1[CH:7]=[CH:6][CH:5]=[CH:4][CH:3]=1.[ClH:16].N.C(#[N:20])C>CO>[NH2:20][C:10]1[N:9]([N:8]=[CH:1][C:2]2[CH:7]=[CH:6][CH:5]=[CH:4][CH:3]=2)[CH2:13][CH2:12][N:11]=1.[ClH:16]. Reported procedure: 1 g of 1-benzylideneamino-2-methylthio-2-imidazoline in the form of a hydrochloride in 10 ml of methanol are treated with 0.33 ml of NH3 (28% in H2O). The mixture obtained is refluxed for ca. 5 hours and a precipitate obtained is filtrated off. From the filtrate obtained the solvent is evaporated off. The residue obtained is treated with acetonitrile. The precipitate obtained is filtrated off and dried. Solid 2-amino-1-benzylideneamino-4,5-dihydro-1H-imidazole in the form of a hydrochloride is o... Starting materials: OC=1C=C2C=CC(=CC2=CC1)S (6-hydroxynaphthalene-2-thiol), BrCC(CCCC(=O)OC)=O (methyl 6-bromo-5-oxohexanoate), Cl (hydrochloric acid). Solvent: N1=CC=CC=C1 (pyridine), N1=CC=CC=C1 (pyridine). Run at temperature 90 celsius, time 4 hour. The product is OC=1C=C2C=CC(=CC2=CC1)SCC(CCCC(=O)OC)=O (methyl 6-(6-hydroxy-2-naphthylthio)-5-oxohexanoate). RXN SMILES: [OH:1][C:2]1[CH:3]=[C:4]2[C:9](=[CH:10][CH:11]=1)[CH:8]=[C:7]([SH:12])[CH:6]=[CH:5]2.Br[CH2:14][C:15](=[O:23])[CH2:16][CH2:17][CH2:18][C:19]([O:21][CH3:22])=[O:20].Cl>N1C=CC=CC=1>[OH:1][C:2]1[CH:3]=[C:4]2[C:9](=[CH:10][CH:11]=1)[CH:8]=[C:7]([S:12][CH2:14][C:15](=[O:23])[CH2:16][CH2:17][CH2:18][C:19]([O:21][CH3:22])=[O:20])[CH:6]=[CH:5]2. Reported procedure: Into 205 ml (1.16 mmol) of 6-hydroxynaphthalene-2-thiol was charged 5 ml of pyridine, and the mixture was stirred under an ice bath. A solution of 315 mg of methyl 6-bromo-5-oxohexanoate in 2 ml of pyridine was added, and the mixture was stirred under an ice bath for 1 hour. Further, the reaction was carried out at room temperature for 4 hours, by heating to 90° C. for 4 hours, and subsequently stirring was continued at room temperature overnight. The reaction mixture was neutralized with dilute... Reactants: NOCc1ccccc1, O=[N+]([O-])c1ccccc1S(=O)(=O)Cl, C1CCOC1. Yields the product O=[N+]([O-])c1ccccc1S(=O)(=O)NOCc1ccccc1. As a reaction SMILES: [CH2:1]([c:2]1[cH:3][cH:4][cH:5][cH:6][cH:7]1)[O:8][NH2:9].[N+:10](=[O:11])([O-:12])[c:13]1[c:14]([S:19](=[O:20])(=[O:21])[Cl:22])[cH:15][cH:16][cH:17][cH:18]1.[O:23]1[CH2:24][CH2:25][CH2:26][CH2:27]1>>[CH2:1]([c:2]1[cH:3][cH:4][cH:5][cH:6][cH:7]1)[O:8][NH:9][S:19]([c:14]1[c:13]([N+:10](=[O:11])[O-:12])[cH:18][cH:17][cH:16][cH:15]1)(=[O:20])=[O:21]. Starting materials: C(C)(C)C1=CNC2=CC=C(C=C12)OC1=C(C=C(C=C1C)[N+](=O)[O-])C (3-Isopropyl-5-(4-nitro-2,6-dimethyl-phenoxy)-1H-indole). Reagents/catalysts: [Pd] (palladium). The solvent is CO.C(C)O (methanol ethanol). The product is C(C)(C)C1=CNC2=CC=C(C=C12)OC1=C(C=C(C=C1C)N)C (4-(3-Isopropyl-1H-indol-5-yloxy)-3,5-dimethyl-phenylamine). Reaction SMILES: [CH:1]([C:4]1[C:12]2[C:7](=[CH:8][CH:9]=[C:10]([O:13][C:14]3[C:19]([CH3:20])=[CH:18][C:17]([N+:21]([O-])=O)=[CH:16][C:15]=3[CH3:24])[CH:11]=2)[NH:6][CH:5]=1)([CH3:3])[CH3:2]>CO.C(O)C.[Pd]>[CH:1]([C:4]1[C:12]2[C:7](=[CH:8][CH:9]=[C:10]([O:13][C:14]3[C:15]([CH3:24])=[CH:16][C:17]([NH2:21])=[CH:18][C:19]=3[CH3:20])[CH:11]=2)[NH:6][CH:5]=1)([CH3:3])[CH3:2] |f:1.2|. Reported procedure: 11.95 g (36.85 mmol) of nitro compound from Example XIV are hydrogenated in 500 ml of methanol/ethanol mixture using 550 mg of palladium/active carbon (10%) at 3 bar. The mixture is filtered through kieselguhr, the solvent is removed in vacuo and the product is purified by chromatography (toluene/ethyl acetate). Starting materials: C([O-])([O-])=O.[K+].[K+] (potassium carbonate), FC1=CC=C(C=C1)C1=NN(C(=N1)C1CCNCC1)C1=NC=CC=N1 (2-[3-(4-Fluorophenyl)-5-(piperidin-4-yl)-1H-1,2,4-triazol-1-yl]pyrimidine), Cl (HCl), BrCC(=O)C1=CC=CC=C1 (2-bromoacetophenone). Solvent: CN(C)C=O (DMF). Reaction conditions: time 8 hour. Yields the product FC1=CC=C(C=C1)C1=NN(C(=N1)C1CCN(CC1)CC(=O)C1=CC=CC=C1)C1=NC=CC=N1 (2-{4-[3-(4-Fluorophenyl)-1-(pyrimidin-2-yl)-1H-1,2,4-triazol-5-yl]piperidin-1-yl}-1-phenylethanone). As a reaction SMILES: [F:1][C:2]1[CH:7]=[CH:6][C:5]([C:8]2[N:12]=[C:11]([CH:13]3[CH2:18][CH2:17][NH:16][CH2:15][CH2:14]3)[N:10]([C:19]3[N:24]=[CH:23][CH:22]=[CH:21][N:20]=3)[N:9]=2)=[CH:4][CH:3]=1.Cl.Br[CH2:27][C:28]([C:30]1[CH:35]=[CH:34][CH:33]=[CH:32][CH:31]=1)=[O:29].C(=O)([O-])[O-].[K+].[K+]>CN(C=O)C>[F:1][C:2]1[CH:3]=[CH:4][C:5]([C:8]2[N:12]=[C:11]([CH:13]3[CH2:18][CH2:17][N:16]([CH2:27][C:28]([C:30]4[CH:35]=[CH:34][CH:33]=[CH:32][CH:31]=4)=[O:29])[CH2:15][CH2:14]3)[N:10]([C:19]3[N:20]=[CH:21][CH:22]=[CH:23][N:24]=3)[N:9]=2)=[CH:6][CH:7]=1 |f:3.4.5|. Procedure details: To a solution of INTERMEDIATE 9 HCl salt (72.4 mg, 0.17 mmol) in DMF (1.0 ml) was added 2-bromoacetophenone (83.0 mg, 0.42 mmol), followed by the portionwise addition of potassium carbonate (138.0 mg, 1.00 mmol). After stirring at ambient temperature overnight, the reaction mixture was quenched with a saturated solution of ammonium chloride, extracted with EtOAc, and washed with water and brine. The organic layer was separated, dried over Na2SO4 and concentrated under reduced pressure. The resid...